From a dataset of the Open Reaction Database (ORD), a public repository of structured organic reaction records. describe an organic reaction: reactants, conditions, products, and yield The reactants are C(C)(=O)C(C(=O)NC(C)C=1C(NC(=NN1)CC1=CC(=C(C=C1)OC)OC)=O)CCCC1=CC=CC=C1 (2-acetyl-N-{1-[3-(3,4-dimethoxy-benzyl)-5-oxo-4,5-dihydro-1,2,4-triazin-6-yl]ethyl}-5-phenylpentanamide), P(=O)(Cl)(Cl)Cl (phosphorus oxychloride). The product is C(C)(=O)C(CCCC1=CC=CC=C1)C1=NC(=C2C(NC(=NN21)CC2=CC(=C(C=C2)OC)OC)=O)C (7-(1-acetyl-4-phenylbutyl)-2-(3,4-dimethoxybenzyl)-5-methylimidazo[5,1-f][1,2,4]triazin-4(3H)-one). RXN SMILES: [C:1]([CH:4]([CH2:28][CH2:29][CH2:30][C:31]1[CH:36]=[CH:35][CH:34]=[CH:33][CH:32]=1)[C:5]([NH:7][CH:8]([C:10]1[C:11](=[O:27])[NH:12][C:13]([CH2:16][C:17]2[CH:22]=[CH:21][C:20]([O:23][CH3:24])=[C:19]([O:25][CH3:26])[CH:18]=2)=[N:14][N:15]=1)[CH3:9])=O)(=[O:3])[CH3:2].P(Cl)(Cl)(Cl)=O>>[C:1]([CH:4]([C:5]1[N:15]2[C:10]([C:11](=[O:27])[NH:12][C:13]([CH2:16][C:17]3[CH:22]=[CH:21][C:20]([O:23][CH3:24])=[C:19]([O:25][CH3:26])[CH:18]=3)=[N:14]2)=[C:8]([CH3:9])[N:7]=1)[CH2:28][CH2:29][CH2:30][C:31]1[CH:36]=[CH:35][CH:34]=[CH:33][CH:32]=1)(=[O:3])[CH3:2]. Reported procedure: Analogously to Example 1, 1.30 g (2.64 mmol) of 2-acetyl-N-{1-[3-(3,4-dimethoxy-benzyl)-5-oxo-4,5-dihydro-1,2,4-triazin-6-yl]ethyl}-5-phenylpentanamide and 1.65 mg (10.7 mmol) of phosphorus oxychloride are reacted to give 7-(1-acetyl-4-phenylbutyl)-2-(3,4-dimethoxybenzyl)-5-methylimidazo[5,1-f][1,2,4]triazin-4(3H)-one. Starting materials: ClC(=C[C@H]1[C@@H](C1(C)C)C(=O)O)Cl (trans 2-(2,2-dichlorovinyl)-3,3-dimethylcyclopropane carboxylic acid), BrC1=C(CBr)C(=CC=C1)Cl (2-bromo-6-chlorobenzylbromide), C([O-])([O-])=O.[K+].[K+] (potassium carbonate). Solvent: CC(=O)C (acetone), O (water). The product is ClC(=C[C@H]1[C@@H](C1(C)C)C(=O)OCC1=C(C=CC=C1Cl)Br)Cl (trans 2-bromo-6-chlorobenzyl 2-(2,2-dichlorovinyl)-3,3-dimethylcyclopropane carboxylate). Isolated yield 98.0%. Reaction SMILES: [Cl:1][C:2]([Cl:12])=[CH:3][C@@H:4]1[C:6]([CH3:8])([CH3:7])[C@H:5]1[C:9]([OH:11])=[O:10].[Br:13][C:14]1[CH:21]=[CH:20][CH:19]=[C:18]([Cl:22])[C:15]=1[CH2:16]Br.C(=O)([O-])[O-].[K+].[K+]>CC(C)=O.O>[Cl:1][C:2]([Cl:12])=[CH:3][C@@H:4]1[C:6]([CH3:8])([CH3:7])[C@H:5]1[C:9]([O:11][CH2:16][C:15]1[C:18]([Cl:22])=[CH:19][CH:20]=[CH:21][C:14]=1[Br:13])=[O:10] |f:2.3.4|. Procedure details: 1 cis/trans 2-(2,2-dichlorovinyl)-3,3-dimethylcyclopropane carboxylic acid (2.3 g), 2-bromo-6-chlorobenzylbromide (2.85 g) and potassium carbonate (1.6 g) were stirred together in acetone (30 ml) under reflux for 6 hours. The reaction mixture was cooled, diluted with water, and extracted three times with 50 ml portions of diethyl ether. The combined ether extracts were washed with water and with aqueous sodium bicarbonate solution (three times), dried over magnesium sulphate and evaporated to gi... The reactants are Cl.C1=NC=CC=2C(=CC=CC12)S(=O)(=O)Cl (isoquinoline-5-sulfonyl chloride hydrochloride), C(CCCN)N (1,4-butylenediamine). Product: C1=NC=CC2=C(C=CC=C12)S(=O)(=O)NCCCCN (N-[(5-isoquinolyl)sulfonyl]-1,4-butylenediamine). The yield is 61.9%. RXN SMILES: Cl.[CH:2]1[C:11]2[CH:10]=[CH:9][CH:8]=[C:7]([S:12](Cl)(=[O:14])=[O:13])[C:6]=2[CH:5]=[CH:4][N:3]=1.[CH2:16]([NH2:21])[CH2:17][CH2:18][CH2:19][NH2:20]>>[CH:2]1[C:11]2[C:6](=[C:7]([S:12]([NH:20][CH2:19][CH2:18][CH2:17][CH2:16][NH2:21])(=[O:14])=[O:13])[CH:8]=[CH:9][CH:10]=2)[CH:5]=[CH:4][N:3]=1 |f:0.1|. Procedure: According to the method of Reference Example 2, a reaction was performed by using isoquinoline-5-sulfonyl chloride hydrochloride (18.8 g) and 1,4-butylenediamine (25 g) to obtain the title compound (12.3 g). The reactants are polystyrene methylisocyanate, NCCNC=1N=C(C2=C(N1)C=CS2)C(=O)C=2SC=CC2 (2-(2-aminoethylamino)thieno[3,2-d]pyrimidin-4-yl 2-thienylmethanone), C(C=C)N=C=O (allyl isocyanate), tris-(2-aminoethyl)amine polystyrene. Solvent: CN(C)C=O (DMF), CN(C)C=O (DMF). Conditions: time 4 hour. Yields the product C(C=C)NC(=O)NCCNC=1N=C(C2=C(N1)C=CS2)C(=O)C=2SC=CC2 (N-Allyl-N′-(2-(4-(2-thienylcarbonyl)thieno[3,2-d]pyrimidin-2-yl)aminoethyl)urea). Yield: 88.7%. RXN SMILES: [NH2:1][CH2:2][CH2:3][NH:4][C:5]1[N:6]=[C:7]([C:14]([C:16]2[S:17][CH:18]=[CH:19][CH:20]=2)=[O:15])[C:8]2[S:13][CH:12]=[CH:11][C:9]=2[N:10]=1.[CH2:21]([N:24]=[C:25]=[O:26])[CH:22]=[CH2:23]>CN(C=O)C>[CH2:21]([NH:24][C:25]([NH:1][CH2:2][CH2:3][NH:4][C:5]1[N:6]=[C:7]([C:14]([C:16]2[S:17][CH:18]=[CH:19][CH:20]=2)=[O:15])[C:8]2[S:13][CH:12]=[CH:11][C:9]=2[N:10]=1)=[O:26])[CH:22]=[CH2:23]. Reported procedure: A solution of 2-(2-aminoethylamino)thieno[3,2-d]pyrimidin-4-yl 2-thienylmethanone (50 mg, 0.16 mmol) in anhydrous DMF (1 mL) was treated with allyl isocyanate (21 mg, 0.25 mmol), shaken at room temperature for 4 h, treated with tris-(2-aminoethyl)amine polystyrene (0.20 g, 0.75 mmol), shaken at 35° C. for 16 h, treated with polystyrene methylisocyanate (0.22 g, 0.32 mmol) and DMF (2 mL) and shaken for a further 6 h. The reaction mixture was filtered and concentrated in vacuo to give the title co...